This data is from the Open Reaction Database (ORD), a public repository of structured organic reaction records. The task is: describe an organic reaction: reactants, conditions, products, and yield Reaction conditions: time 1 hour. Isolated yield 96.4%. RXN SMILES: S(Cl)([Cl:3])=O.[CH2:5]([N:12]1[C:16]([C:17]2[CH:22]=[CH:21][CH:20]=[CH:19][CH:18]=2)=[C:15]([CH2:23]O)[CH:14]=[N:13]1)[C:6]1[CH:11]=[CH:10][CH:9]=[CH:8][CH:7]=1>C1(C)C=CC=CC=1>[CH2:5]([N:12]1[C:16]([C:17]2[CH:22]=[CH:21][CH:20]=[CH:19][CH:18]=2)=[C:15]([CH2:23][Cl:3])[CH:14]=[N:13]1)[C:6]1[CH:11]=[CH:10][CH:9]=[CH:8][CH:7]=1. The reactants are S(=O)(Cl)Cl (Thionyl chloride), C(C1=CC=CC=C1)N1N=CC(=C1C1=CC=CC=C1)CO ((1-benzyl-5-phenyl-1H-pyrazol-4-yl)methanol). Procedure: Thionyl chloride (4.35 g) was added to a solution of (1-benzyl-5-phenyl-1H-pyrazol-4-yl)methanol (8.06 g) in toluene (100 ml) dropwise at 0° C., and the mixture was stirred at room temperature for one hour and then refluxed for ten minutes. The reaction mixture was concentrated under reduced pressure. The residue was dissolved in ethyl acetate, washed with saturated aqueous sodium bicarbonate and then with saturated aqueous sodium chloride solution, dried (MgSO4), and then concentrated. The resi... Solvent: C1(=CC=CC=C1)C (toluene). The product is C(C1=CC=CC=C1)N1N=CC(=C1C1=CC=CC=C1)CCl (1-benzyl-4-chloromethyl-5-phenyl-1H-pyrazole). Product: CC(N)c1ccc(NS(C)(=O)=O)c(Sc2ccc(F)cc2F)c1. The reactants are CC(=O)c1ccc(NS(C)(=O)=O)c(Sc2ccc(F)cc2F)c1, [BH3-]C#N, CC(=O)[O-], CO, [NH4+], [Na+]. As a reaction SMILES: [C:1]([CH3:2])(=[O:3])[c:4]1[cH:5][c:6]([S:15][c:16]2[c:17]([F:23])[cH:18][c:19]([F:22])[cH:20][cH:21]2)[c:7]([NH:8][S:9](=[O:10])(=[O:11])[CH3:12])[cH:13][cH:14]1.[C:29](#[N:30])[BH3-:31].[CH3:25][C:26](=[O:27])[O-:28].[CH3:33][OH:34].[NH4+:24].[Na+:32]>>[CH:1]([CH3:2])([c:4]1[cH:5][c:6]([S:15][c:16]2[c:17]([F:23])[cH:18][c:19]([F:22])[cH:20][cH:21]2)[c:7]([NH:8][S:9](=[O:10])(=[O:11])[CH3:12])[cH:13][cH:14]1)[NH2:30]. Starting materials: ClCCl, C1CNCCNC1, O=S(Cc1ccn2ncnc(Nc3ccc4c(cnn4Cc4cccc(F)c4)c3)c12)c1ccccc1. The product is Fc1cccc(Cn2ncc3cc(Nc4ncnn5ccc(CN6CCCNCC6)c45)ccc32)c1. Reaction SMILES: [Cl:44][CH2:45][Cl:46].[NH:37]1[CH2:38][CH2:39][NH:40][CH2:41][CH2:42][CH2:43]1.[c:1]1([S:2](=[O:3])[CH2:9][c:10]2[cH:11][cH:12][n:13]3[n:14][cH:15][n:16][c:17]([NH:19][c:20]4[cH:21][c:22]5[cH:23][n:24][n:25]([CH2:29][c:30]6[cH:31][c:32]([F:36])[cH:33][cH:34][cH:35]6)[c:26]5[cH:27][cH:28]4)[c:18]23)[cH:4][cH:5][cH:6][cH:7][cH:8]1>>[CH2:9]([c:10]1[cH:11][cH:12][n:13]2[n:14][cH:15][n:16][c:17]([NH:19][c:20]3[cH:21][c:22]4[cH:23][n:24][n:25]([CH2:29][c:30]5[cH:31][c:32]([F:36])[cH:33][cH:34][cH:35]5)[c:26]4[cH:27][cH:28]3)[c:18]12)[N:37]1[CH2:38][CH2:39][NH:40][CH2:41][CH2:42][CH2:43]1. Reactants: BrC1=C(C=CC(=N1)N)Cl (6-bromo-5-chloropyridin-2-amine), N1=CC=CC=C1 (pyridine), C(C1=CC=CC=C1)(=O)Cl (benzoyl chloride). The solvent is ClCCl (dichloromethane). Conditions: time 2 hour. Product: BrC1=C(C=CC(=N1)NC(C1=CC=CC=C1)=O)Cl (N-(6-bromo-5-chloropyridin-2-yl)benzamide). RXN SMILES: [Br:1][C:2]1[N:7]=[C:6]([NH2:8])[CH:5]=[CH:4][C:3]=1[Cl:9].N1C=CC=CC=1.[C:16](Cl)(=[O:23])[C:17]1[CH:22]=[CH:21][CH:20]=[CH:19][CH:18]=1>ClCCl>[Br:1][C:2]1[N:7]=[C:6]([NH:8][C:16](=[O:23])[C:17]2[CH:22]=[CH:21][CH:20]=[CH:19][CH:18]=2)[CH:5]=[CH:4][C:3]=1[Cl:9]. Procedure details: To a solution of Example 11A (400 mg, 1.928 mmol) in dichloromethane (20 mL) was added pyridine (0.468 mL, 5.78 mmol) followed by benzoyl chloride (0.325 g, 2.314 mmol) and the mixture was stirred for 2 hours. The mixture was concentrated and the residue was dissolved in ethyl acetate, washed with sodium bicarbonate solution, water and brine, and dried over anhydrous sodium sulfate. Filtration, concentration and purification by column chromatography (silica gel, 10% ethyl acetate in hexane) affo... Starting materials: S=C=Nc1ccccc1Br, N#Cc1ccc(N)c(O)c1, CCO. Product: N#Cc1ccc(NC(=S)Nc2ccccc2Br)c(O)c1. RXN SMILES: [Br:11][c:12]1[c:13]([N:18]=[C:19]=[S:20])[cH:14][cH:15][cH:16][cH:17]1.[C:1](#[N:2])[c:3]1[cH:4][c:5]([OH:10])[c:6]([NH2:7])[cH:8][cH:9]1.[CH3:21][CH2:22][OH:23]>>[C:1](#[N:2])[c:3]1[cH:4][c:5]([OH:10])[c:6]([NH:7][C:19]([NH:18][c:13]2[c:12]([Br:11])[cH:17][cH:16][cH:15][cH:14]2)=[S:20])[cH:8][cH:9]1. The reactants are [N+](=O)([O-])C1=CC=C(C=C1)/C=C/C1=CC=C(C(=O)OC)C=C1 (methyl 4-[(E)-2-(4-nitrophenyl)vinyl]benzoate), C1CCOC1 (THF). Reagents/catalysts: [Pd] (palladium on carbon). The solvent is CN(C=O)C (N,N-dimethylformamide). Conditions: time 8 hour. The product is NC1=CC=C(C=C1)CCC1=CC=C(C(=O)OC)C=C1 (methyl 4-[2-(4-aminophenyl)ethyl]benzoate). The yield is 98.4%. RXN SMILES: [N+:1]([C:4]1[CH:9]=[CH:8][C:7](/[CH:10]=[CH:11]/[C:12]2[CH:21]=[CH:20][C:15]([C:16]([O:18][CH3:19])=[O:17])=[CH:14][CH:13]=2)=[CH:6][CH:5]=1)([O-])=O.C1COCC1>[Pd].CN(C)C=O>[NH2:1][C:4]1[CH:5]=[CH:6][C:7]([CH2:10][CH2:11][C:12]2[CH:13]=[CH:14][C:15]([C:16]([O:18][CH3:19])=[O:17])=[CH:20][CH:21]=2)=[CH:8][CH:9]=1. Procedure details: To a mixture of 48.8 g of methyl 4-[(E)-2-(4-nitrophenyl)vinyl]benzoate, 600 mL of THF, and 200 mL of N,N-dimethylformamide (DMF) was added 10.0 g of 10% palladium on carbon (wetted with 55% H2O), followed by stirring at room temperature for 8 hours under a hydrogen atmosphere (1 atm). The inside of the reaction container was replaced with argon, and then the insoluble materials were filtered off on a celite layer. The filtrate was concentrated under reduced pressure, and to the residue was adde...